The task is: describe an organic reaction: reactants, conditions, products, and yield. This data is from the Open Reaction Database (ORD), a public repository of structured organic reaction records. Starting materials: ClCCl, CCOC(=O)C(C(=O)OCC)C(C)C1CCN(C(=O)OC(C)(C)C)CC1, CCOC(C)=O, CCO, [K+], [OH-]. Product: CCOC(=O)C(C(=O)O)C(C)C1CCN(C(=O)OC(C)(C)C)CC1. RXN SMILES: [CH2:38]([Cl:39])[Cl:40].[CH2:3]([CH3:4])[O:5][C:6]([CH:7]([C:8](=[O:9])[O:10][CH2:11][CH3:12])[CH:13]([CH3:14])[CH:15]1[CH2:16][CH2:17][N:18]([C:21](=[O:22])[O:23][C:24]([CH3:25])([CH3:26])[CH3:27])[CH2:19][CH2:20]1)=[O:28].[CH3:29][CH2:30][O:31][C:32]([CH3:33])=[O:34].[CH3:35][CH2:36][OH:37].[K+:2].[OH-:1]>>[CH2:3]([CH3:4])[O:5][C:6]([CH:7]([C:8](=[O:9])[OH:10])[CH:13]([CH3:14])[CH:15]1[CH2:16][CH2:17][N:18]([C:21](=[O:22])[O:23][C:24]([CH3:25])([CH3:26])[CH3:27])[CH2:19][CH2:20]1)=[O:28]. The reactants are C(C)(C)OC1=C(N)C=C(C(=C1)C1CCN(CC1)C)C (2-isopropoxy-5-methyl-4-(1-methylpiperidin-4-yl)aniline), CC1=CC=C(C=C1)S(=O)(=O)O (4-methylbenzenesulfonic acid), C(C)(C)S(=O)(=O)C1=C(C=CC=C1)NC1=NC(=NC=2N1N=CC2)S(=O)(=O)C (N-(2-(isopropylsulfonyl)phenyl)-2-(methysulfonyl)pyrazolo[1,5-a][1,3,5]triazin-4-amine). Run in C(C)(C)O (isopropanol). Run at temperature 150 celsius, time 3 hour. Product: C(C)(C)OC1=C(C=C(C(=C1)C1CCN(CC1)C)C)NC1=NC=2N(C(=N1)NC1=C(C=CC=C1)S(=O)(=O)C(C)C)N=CC2 (N2-(2-isopropoxy-5-methyl-4-(1-methylpiperidin-4-yl)phenyl)-N4-(2-(isopropylsulfonyl)phenyl)pyrazolo[1,5-a][1,3,5]triazine-2,4-diamine). As a reaction SMILES: [CH:1]([S:4]([C:7]1[CH:12]=[CH:11][CH:10]=[CH:9][C:8]=1[NH:13][C:14]1[N:19]2[N:20]=[CH:21][CH:22]=[C:18]2[N:17]=[C:16](S(C)(=O)=O)[N:15]=1)(=[O:6])=[O:5])([CH3:3])[CH3:2].[CH:27]([O:30][C:31]1[CH:37]=[C:36]([CH:38]2[CH2:43][CH2:42][N:41]([CH3:44])[CH2:40][CH2:39]2)[C:35]([CH3:45])=[CH:34][C:32]=1[NH2:33])([CH3:29])[CH3:28].CC1C=CC(S(O)(=O)=O)=CC=1>C(O)(C)C>[CH:27]([O:30][C:31]1[CH:37]=[C:36]([CH:38]2[CH2:39][CH2:40][N:41]([CH3:44])[CH2:42][CH2:43]2)[C:35]([CH3:45])=[CH:34][C:32]=1[NH:33][C:16]1[N:15]=[C:14]([NH:13][C:8]2[CH:9]=[CH:10][CH:11]=[CH:12][C:7]=2[S:4]([CH:1]([CH3:3])[CH3:2])(=[O:6])=[O:5])[N:19]2[N:20]=[CH:21][CH:22]=[C:18]2[N:17]=1)([CH3:29])[CH3:28]. Reported procedure: To a suspension of N-(2-(isopropylsulfonyl)phenyl)-2-(methysulfonyl)pyrazolo[1,5-a][1,3,5]triazin-4-amine (0.5 mmol) in 1 mL of isopropanol, was added 2-isopropoxy-5-methyl-4-(1-methylpiperidin-4-yl)aniline (0.5 mmol) and 4-methylbenzenesulfonic acid (1 mmol). The suspension was stirred at 150° C. for 3 hours. After cooling at RT and work-up, the residue was purified using a preparative HPLC to afford N2-(2-isopropoxy-5-methyl-4-(1-methylpiperidin-4-yl)phenyl)-N4-(2-(isopropylsulfonyl)phenyl)pyr...